From a dataset of the Open Reaction Database (ORD), a public repository of structured organic reaction records. describe an organic reaction: reactants, conditions, products, and yield Reactants: OCCO, Cc1ccccc1, O=C1C2CC=CCC1CC2, O, Cc1ccc(S(=O)(=O)O)cc1. Product: C1=CCC2CCC(C1)C21OCCO1. RXN SMILES: [CH2:11]([CH2:12][OH:13])[OH:14].[CH3:27][c:28]1[cH:29][cH:30][cH:31][cH:32][cH:33]1.[CH:1]12[CH2:2][CH:3]=[CH:4][CH2:5][CH:6]([CH2:7][CH2:8]1)[C:9]2=[O:10].[OH2:15].[c:16]1([CH3:17])[cH:18][cH:19][c:20]([S:21]([OH:22])(=[O:23])=[O:24])[cH:25][cH:26]1>>[CH:1]12[CH2:2][CH:3]=[CH:4][CH2:5][CH:6]([CH2:7][CH2:8]1)[C:9]21[O:10][CH2:11][CH2:12][O:13]1. The reactants are BrC=1C=C(CN(C(=O)C2=C(C=C(C(=C2)C(=O)O)C(=O)O)C(=O)O)[C@H]2CCCC3=CC=CC=C23)C=CC1 (5-({(3-bromobenzyl)[(1S)-1,2,3,4-tetrahydro-1-naphthalenyl]amino}carbonyl)-1,2,4-benzenetricarboxylic acid), FC=1C=CC(=C(C1)B(O)O)OC (5-fluoro-2-methoxyphenylboronic acid), C([O-])([O-])=O.[Na+].[Na+] (sodium carbonate), Cl (hydrochloric acid). Reagents/catalysts: C=1C=CC(=CC1)[P](C=2C=CC=CC2)(C=3C=CC=CC3)[Pd]([P](C=4C=CC=CC4)(C=5C=CC=CC5)C=6C=CC=CC6)([P](C=7C=CC=CC7)(C=8C=CC=CC8)C=9C=CC=CC9)[P](C=1C=CC=CC1)(C=1C=CC=CC1)C=1C=CC=CC1 (tetrakis(triphenylphosphine)palladium(0)). Run in C1CCOC1 (THF), O (water). Yields the product FC=1C=CC(=C(C1)C1=CC(=CC=C1)CN(C(=O)C1=C(C=C(C(=C1)C(=O)O)C(=O)O)C(=O)O)[C@H]1CCCC2=CC=CC=C12)OC (5-({[(5′-fluoro-2′-methoxy[1,1′-biphenyl]-3-yl)methyl][(1S)-1,2,3,4-tetrahydro-1-naphthalenyl]amino}carbonyl)-1,2,4-benzenetricarboxylic acid). Yield: 27.9%. As a reaction SMILES: Br[C:2]1[CH:3]=[C:4]([CH:34]=[CH:35][CH:36]=1)[CH2:5][N:6]([C@@H:24]1[C:33]2[C:28](=[CH:29][CH:30]=[CH:31][CH:32]=2)[CH2:27][CH2:26][CH2:25]1)[C:7]([C:9]1[CH:14]=[C:13]([C:15]([OH:17])=[O:16])[C:12]([C:18]([OH:20])=[O:19])=[CH:11][C:10]=1[C:21]([OH:23])=[O:22])=[O:8].[F:37][C:38]1[CH:39]=[CH:40][C:41]([O:47][CH3:48])=[C:42](B(O)O)[CH:43]=1.C(=O)([O-])[O-].[Na+].[Na+].Cl>C1COCC1.O.C1C=CC([P]([Pd]([P](C2C=CC=CC=2)(C2C=CC=CC=2)C2C=CC=CC=2)([P](C2C=CC=CC=2)(C2C=CC=CC=2)C2C=CC=CC=2)[P](C2C=CC=CC=2)(C2C=CC=CC=2)C2C=CC=CC=2)(C2C=CC=CC=2)C2C=CC=CC=2)=CC=1>[F:37][C:38]1[CH:43]=[CH:42][C:41]([O:47][CH3:48])=[C:40]([C:2]2[CH:36]=[CH:35][CH:34]=[C:4]([CH2:5][N:6]([C@@H:24]3[C:33]4[C:28](=[CH:29][CH:30]=[CH:31][CH:32]=4)[CH2:27][CH2:26][CH2:25]3)[C:7]([C:9]3[CH:14]=[C:13]([C:15]([OH:17])=[O:16])[C:12]([C:18]([OH:20])=[O:19])=[CH:11][C:10]=3[C:21]([OH:23])=[O:22])=[O:8])[CH:3]=2)[CH:39]=1 |f:2.3.4,^1:65,67,86,105|. Reported procedure: The product from Example 15B (165 mg, 0.3 mmol), 5-fluoro-2-methoxyphenylboronic acid (68 mg, 0.4 mmol) and tetrakis(triphenylphosphine)palladium(0) (17 mg, 0.015 mmol) in THF (10 ml) were treated with 3M aqueous sodium carbonate (0.4 mL) and heated at reflux for 16 hours. After cooling to room temperature, the reaction mixture was diluted with water, acidified with 1N hydrochloric acid and extracted with diethyl ether. The organic layers were combined, dried with magnesium sulfate, filtered and... Reactants: C(C)OC(=O)CNC1CSC2=C(N(C1=O)OC(C)(C)C)C=CC=C2 (3-ethoxycarbonylmethylamino- 5-t-butoxy-2,3-dihydro-1,5-benzothiazepin-4(5H)-one), Cl (hydrogen chloride). Solvent: solution, O1CCOCC1 (dioxane). The product is Cl.C(=O)(O)CN1C(C(CSC2=C1C=CC=C2)NCC(=O)OCC)=O (5-carboxymethyl-3-ethoxycarbonylmethylamino-2,3-dihydro-1,5-benzothiazepin-4(5H)-one hydrochloride). Reaction SMILES: [CH2:1]([O:3][C:4]([CH2:6][NH:7][CH:8]1[C:14](=[O:15])[N:13](OC(C)(C)C)[C:12]2[CH:21]=[CH:22][CH:23]=[CH:24][C:11]=2[S:10][CH2:9]1)=[O:5])[CH3:2].[ClH:25]>O1CCOCC1>[ClH:25].[C:4]([CH2:6][N:13]1[C:12]2[CH:21]=[CH:22][CH:23]=[CH:24][C:11]=2[S:10][CH2:9][CH:8]([NH:7][CH2:6][C:4]([O:3][CH2:1][CH3:2])=[O:5])[C:14]1=[O:15])([OH:5])=[O:3] |f:3.4|. Procedure details: 1.25 g of the 3-ethoxycarbonylmethylamino- 5-t-butoxy-2,3-dihydro-1,5-benzothiazepin-4(5H)-one obtained in Example 14 was dissolved in 10 ml of a 6N solution of hydrogen chloride in dioxane and then reacted at room temperature for an hour. After this solution was concentrated under reduced pressure, ether was added thereto so as to cause crystallization. Thus, there was obtained 720 mg of the desired compound. When heated to determine its melting point, this compound decomposed at 248° C. RXN SMILES: [CH3:1][CH:2]([O:5][C:6]1[CH:15]=[CH:14][C:9]([O:10][CH2:11][C:12]#[N:13])=[CH:8][CH:7]=1)[CH2:3][CH3:4].B#B>C1COCC1>[CH3:1][CH:2]([O:5][C:6]1[CH:15]=[CH:14][C:9]([O:10][CH2:11][CH2:12][NH2:13])=[CH:8][CH:7]=1)[CH2:3][CH3:4]. Product: CC(CC)OC1=CC=C(OCCN)C=C1 (2-[4-(1-methylpropoxy)phenoxy]ethylamine). Reported procedure: To the above phenoxyacetonitrile (7.21 g, 35.2 mmol) in 60 ml of THF at 8° is added 1M diborane (61.50 g, 61.5 mmol) over 45 min. The reaction is warmed to RT and stirred for 6 hours. The reaction is stirred for 16 hours. The THF-H2O is removed in vacuo and water and ether are added to the white solid, followed by 10% aqueous sodium hydroxide to basify. The product is extracted with ether (3×) and the combined organic phases are washed with water and with brine, dried, filtered and solvent remov... Reactants: CC(CC)OC1=CC=C(OCC#N)C=C1 (4-(1-methylpropoxy)phenoxyacetonitrile), B#B (diborane). Conditions: time 6 hour. The solvent is C1CCOC1 (THF). Yield: 64.8%. The product is C1C(CCCCCCCCCCCCCC)OC2(CC(N(C(C2)C2=CC=CC=C2)O)C2=CC=CC=C2)O1 (1-Hydroxy-2,6-diphenyl-4-piperidone 1,2-Hexadecylene Ketal). Reaction SMILES: [CH2:1]1[O:36][C:18]2([CH2:23][CH:22]([C:24]3[CH:29]=[CH:28][CH:27]=[CH:26][CH:25]=3)[NH:21][CH:20]([C:30]3[CH:35]=[CH:34][CH:33]=[CH:32][CH:31]=3)[CH2:19]2)[O:17][CH:2]1[CH2:3][CH2:4][CH2:5][CH2:6][CH2:7][CH2:8][CH2:9][CH2:10][CH2:11][CH2:12][CH2:13][CH2:14][CH2:15][CH3:16].CC1(C)O[O:39]1>C(O)C>[CH2:1]1[O:36][C:18]2([CH2:23][CH:22]([C:24]3[CH:29]=[CH:28][CH:27]=[CH:26][CH:25]=3)[N:21]([OH:39])[CH:20]([C:30]3[CH:31]=[CH:32][CH:33]=[CH:34][CH:35]=3)[CH2:19]2)[O:17][CH:2]1[CH2:3][CH2:4][CH2:5][CH2:6][CH2:7][CH2:8][CH2:9][CH2:10][CH2:11][CH2:12][CH2:13][CH2:14][CH2:15][CH3:16]. Reported procedure: The general procedure of Example 2 is repeated using 10.9 g (22.2 mmol) of 2,6-diphenyl-4-piperidone 1,2-hexadecylene ketal and 376 mL (22.2 mmol) of dimethyldioxirane (0.059M in acetone). 7.3 g (65% yield) of the title compound is isolated as a white solid by recrystallization from ethanol: mp 98°-100° C. Solvent: C(C)O (ethanol). The reactants are C1C(CCCCCCCCCCCCCC)OC2(CC(NC(C2)C2=CC=CC=C2)C2=CC=CC=C2)O1 (2,6-diphenyl-4-piperidone 1,2-hexadecylene ketal), CC1(OO1)C (dimethyldioxirane). Starting materials: I.CSC1(NC2=CC=CC=3C2=C1C=CC3)N (2-methylthiobenz(cd)indol-2-amine hydriodide), N1(C=NC=C1)CCCCCCCN (7-(1H-imidazol-1-yl)heptylamine), [OH-].[Na+] (NaOH). The solvent is C(C)O (ethanol). Product: N1(C=NC=C1)CCCCCCCNC1=NC2=CC=CC=3C2=C1C=CC3 (N-(7-(1H-imidazole-1-yl)heptyl)benz(cd)indol-2-amine). As a reaction SMILES: I.CS[C:4]1([NH2:16])[C:12]2[CH:13]=[CH:14][CH:15]=[C:10]3[C:11]=2[C:6](=[CH:7][CH:8]=[CH:9]3)[NH:5]1.[N:17]1([CH2:22][CH2:23][CH2:24][CH2:25][CH2:26][CH2:27][CH2:28]N)[CH:21]=[CH:20][N:19]=[CH:18]1.[OH-].[Na+]>C(O)C>[N:17]1([CH2:22][CH2:23][CH2:24][CH2:25][CH2:26][CH2:27][CH2:28][NH:16][C:4]2[C:12]3[CH:13]=[CH:14][CH:15]=[C:10]4[C:11]=3[C:6](=[CH:7][CH:8]=[CH:9]4)[N:5]=2)[CH:21]=[CH:20][N:19]=[CH:18]1 |f:0.1,3.4|. Procedure details: A mixture consisting of 5.0 grams of 2-methylthiobenz(cd)indol-2-amine hydriodide, 2.8 grams of 7-(1H-imidazol-1-yl)heptylamine, and 75 ml of ethanol as stirred and heated under reflux for 16 hours. After addition of 20 ml of 1N NaOH solution, the reaction mixture was taken to dryness in vacuo. The residue was partitioned between 150 ml of dichloromethane and 100 ml of water. A solid appeared at the interface. It was collected by filtration, added to the dichloromethane filtrate, and the mixture... Starting materials: F[C@H](CCOC=1C=NC(=NC1)C1=CC=C(C=C1)OC[C@H](CCCCC)OC1OCCCC1)CCCC (5-[3-(S)-Fluoroheptyloxy]-2-[4-{2-(S)-tetrahydropyranyloxyheptyloxy}phenyl]-pyrimidine), C1(=CC=C(C=C1)S(=O)(=O)O)C (p-toluenesulfonic acid), C(O)([O-])=O.[Na+] (sodium hydrogencarbonate). Solvent: CO (methanol), CO (methanol), CO (methanol). Reaction conditions: temperature 5 celsius, time 1 hour. Product: F[C@H](CCOC=1C=NC(=NC1)C1=CC=C(C=C1)OC[C@H](CCCCC)O)CCCC (5-[3-(S)-Fluoroheptyloxy]-2-[4-{2-(S)-hydroxyheptyloxy}phenyl]pyrimidine). The yield is 53.9%. As a reaction SMILES: [F:1][C@@H:2]([CH2:33][CH2:34][CH2:35][CH3:36])[CH2:3][CH2:4][O:5][C:6]1[CH:7]=[N:8][C:9]([C:12]2[CH:17]=[CH:16][C:15]([O:18][CH2:19][C@@H:20]([O:26]C3CCCCO3)[CH2:21][CH2:22][CH2:23][CH2:24][CH3:25])=[CH:14][CH:13]=2)=[N:10][CH:11]=1.C1(C)C=CC(S(O)(=O)=O)=CC=1.C(=O)([O-])O.[Na+]>CO>[F:1][C@@H:2]([CH2:33][CH2:34][CH2:35][CH3:36])[CH2:3][CH2:4][O:5][C:6]1[CH:11]=[N:10][C:9]([C:12]2[CH:17]=[CH:16][C:15]([O:18][CH2:19][C@@H:20]([OH:26])[CH2:21][CH2:22][CH2:23][CH2:24][CH3:25])=[CH:14][CH:13]=2)=[N:8][CH:7]=1 |f:2.3|. Reported procedure: In a reaction flask were charged 6.4 g of the compound obtained in step 1 and 485 ml of methanol, followed by cooling to 5° C. A solution of 0.805 g of p-toluenesulfonic acid (monohydrate) in 201.5 ml of methanol was added thereto dropwise at that temperature over 1 hour. After the addition, the reaction temperature was elevated to 20° C., and the mixture was stirred at that temperature until the reaction completed while monitoring the unreacted substance by HPLC. After completion of the reactio...